From a dataset of the Open Reaction Database (ORD), a public repository of structured organic reaction records. describe an organic reaction: reactants, conditions, products, and yield Reactants: O=C([O-])[O-], CC(C)Nc1ccc(-c2c(C#N)c3ccc(O)cc3n2C2CC2)cc1, Clc1ncccn1, [Cs+], [Cs+], CN(C)C=O, O. The product is CC(C)Nc1ccc(-c2c(C#N)c3ccc(Oc4ncccn4)cc3n2C2CC2)cc1. As a reaction SMILES: [C:26](=[O:27])([O-:28])[O-:29].[CH:1]1([n:4]2[c:5](-[c:16]3[cH:17][cH:18][c:19]([NH:22][CH:23]([CH3:24])[CH3:25])[cH:20][cH:21]3)[c:6]([C:14]#[N:15])[c:7]3[cH:8][cH:9][c:10]([OH:13])[cH:11][c:12]23)[CH2:2][CH2:3]1.[Cl:32][c:33]1[n:34][cH:35][cH:36][cH:37][n:38]1.[Cs+:30].[Cs+:31].[O:40]=[CH:41][N:42]([CH3:43])[CH3:44].[OH2:39]>>[CH:1]1([n:4]2[c:5](-[c:16]3[cH:17][cH:18][c:19]([NH:22][CH:23]([CH3:24])[CH3:25])[cH:20][cH:21]3)[c:6]([C:14]#[N:15])[c:7]3[cH:8][cH:9][c:10]([O:13][c:33]4[n:34][cH:35][cH:36][cH:37][n:38]4)[cH:11][c:12]23)[CH2:2][CH2:3]1. Starting materials: C1=CC=CC=2C3=CC=CC=C3C(C12)COC(=O)N[C@H](C(=O)NCCCC(F)(F)P([O-])([O-])=O)CSC[C@@H](COC(CCCCCCCCCCC)=O)OC(CCCCCCCCCCC)=O (4-((R)-2-(((9H-fluoren-9-yl)methoxy)carbonylamino)-3-((R)-2,3-bis(dodecanoyloxy)propylthio)propanamido)-1,1-difluorobutylphosphonate), N1CCCCC1 (piperidine), C(C)#N (acetonitrile), C1(=CC=CC=C1)C (toluene). Conditions: temperature 25 celsius. Product: N[C@H](C(=O)NCCCC(F)(F)P(OCC)(OCC)=O)CSC[C@@H](COC(CCCCCCCCCCC)=O)OC(CCCCCCCCCCC)=O (diethyl 4-((R)-2-amino-3-((R)-2,3-bis(dodecanoyloxy)propylthio)propanamido)-1,1-difluorobutylphosphonate). Reaction SMILES: C1C2C(COC([NH:18][C@@H:19]([CH2:33][S:34][CH2:35][C@H:36]([O:52][C:53](=[O:65])[CH2:54][CH2:55][CH2:56][CH2:57]CCCCCCC)[CH2:37][O:38][C:39](=[O:51])[CH2:40][CH2:41][CH2:42][CH2:43][CH2:44][CH2:45][CH2:46][CH2:47][CH2:48][CH2:49][CH3:50])[C:20]([NH:22][CH2:23][CH2:24][CH2:25][C:26]([P:29](=[O:32])([O-:31])[O-:30])([F:28])[F:27])=[O:21])=O)C3C(=CC=CC=3)C=2C=CC=1.N1CCC[CH2:68][CH2:67]1.[C:72]1([CH3:78])[CH:77]=[CH:76][CH:75]=[CH:74][CH:73]=1.[C:79](#N)[CH3:80]>>[NH2:18][C@@H:19]([CH2:33][S:34][CH2:35][C@H:36]([O:52][C:53](=[O:65])[CH2:54][CH2:55][CH2:56][CH2:57][CH2:73][CH2:74][CH2:75][CH2:76][CH2:77][CH2:72][CH3:78])[CH2:37][O:38][C:39](=[O:51])[CH2:40][CH2:41][CH2:42][CH2:43][CH2:44][CH2:45][CH2:46][CH2:47][CH2:48][CH2:49][CH3:50])[C:20]([NH:22][CH2:23][CH2:24][CH2:25][C:26]([P:29](=[O:32])([O:30][CH2:79][CH3:80])[O:31][CH2:67][CH3:68])([F:28])[F:27])=[O:21]. Procedure: To a solution of diethyl(4-((R)-2-(((9H-fluoren-9-yl)methoxy)carbonylamino)-3-((R)-2,3-bis(dodecanoyloxy)propylthio)propanamido)-1,1-difluorobutylphosphonate (1 eq) was added 20% piperidine (50 eq) in acetonitrile. The resulting mixture was stirred at 25° C. until the deprotection completed. To the mixture was added toluene and then concentrated en vaccuo. The crude mixture was purified by flash chromatography on a COMBIFLASH® system (ISCO) using 100% EtOAc then 0-10% MeOH/DCM to give the produc... Reactants: CC1=NC2=C(C=CC=C2C=C1)O (2-methyl-8-hydroxyquinoline), CC1=NC2=C(C(=CC=C2C=C1)C=CCCCCCCCCCC)O (2-methyl-7-dodecenyl-8-hydroxyquinoline). The product is CC1=NC2=C(C(=CC=C2C=C1)CCCCCCCCCCCC)O (2-methyl-7-dodecyl-8-hydroxyquinoline). As a reaction SMILES: CC1C=CC2C(=C(O)C=CC=2)N=1.[CH3:13][C:14]1[CH:23]=[CH:22][C:21]2[C:16](=[C:17]([OH:36])[C:18]([CH:24]=[CH:25][CH2:26][CH2:27][CH2:28][CH2:29][CH2:30][CH2:31][CH2:32][CH2:33][CH2:34][CH3:35])=[CH:19][CH:20]=2)[N:15]=1>>[CH3:13][C:14]1[CH:23]=[CH:22][C:21]2[C:16](=[C:17]([OH:36])[C:18]([CH2:24][CH2:25][CH2:26][CH2:27][CH2:28][CH2:29][CH2:30][CH2:31][CH2:32][CH2:33][CH2:34][CH3:35])=[CH:19][CH:20]=2)[N:15]=1. Reported procedure: Example I was essentially repeated using 2-methyl-8-hydroxyquinoline in place of 5-chloro-8-hydroxyquinoline. The resultant 2-methyl-7-dodecenyl-8-hydroxyquinoline was hydrogenated by the procedure of Example II, Part B to give 2-methyl-7-dodecyl-8-hydroxyquinoline. Reactants: CO, CC(C)(C)OC(=O)N1CCC2(C=CC(=O)CC2)CC1. The product is CC(C)(C)OC(=O)N1CCC2(CCC(=O)CC2)CC1. RXN SMILES: [CH3:20][OH:21].[O:1]=[C:2]1[CH:3]=[CH:4][C:5]2([CH2:6][CH2:7][N:8]([C:11](=[O:12])[O:13][C:14]([CH3:15])([CH3:16])[CH3:17])[CH2:9][CH2:10]2)[CH2:18][CH2:19]1>>[O:1]=[C:2]1[CH2:3][CH2:4][C:5]2([CH2:6][CH2:7][N:8]([C:11](=[O:12])[O:13][C:14]([CH3:15])([CH3:16])[CH3:17])[CH2:9][CH2:10]2)[CH2:18][CH2:19]1. The reactants are C(#C)C1(CCCC1)C1=CC=CC=C1 ((1-ethynylcyclopentyl)benzene), N(=[N+]=[N-])C1CCC=2N(C3=CC=CC=C3C2CC(=O)OCCC)C1 (propyl (7-azido-6,7,8,9-tetrahydropyrido[1,2-α]indol-10-yl)acetate), [N-]=[N+]=[N-] (azide). Yields the product C1(=CC=CC=C1)C1(CCCC1)C1=CN=NN1C1CCC=2N(C3=CC=CC=C3C2CC(=O)O)C1 ({7-[5-(1-Phenyl-cyclopentyl)-[1,2,3]triazol-1-yl]-6,7,8,9-tetrahydropyrido[1,2-α]indol-10-yl}-acetic acid). RXN SMILES: [C:1]([C:3]1([C:8]2[CH:13]=[CH:12][CH:11]=[CH:10][CH:9]=2)[CH2:7][CH2:6][CH2:5][CH2:4]1)#[CH:2].[N:14]([CH:17]1[CH2:36][N:21]2[C:22]3[C:27]([C:28]([CH2:29][C:30]([O:32]CCC)=[O:31])=[C:20]2[CH2:19][CH2:18]1)=[CH:26][CH:25]=[CH:24][CH:23]=3)=[N+:15]=[N-:16].[N-]=[N+]=[N-]>>[C:8]1([C:3]2([C:1]3[N:14]([CH:17]4[CH2:36][N:21]5[C:22]6[C:27]([C:28]([CH2:29][C:30]([OH:32])=[O:31])=[C:20]5[CH2:19][CH2:18]4)=[CH:26][CH:25]=[CH:24][CH:23]=6)[N:15]=[N:16][CH:2]=3)[CH2:7][CH2:6][CH2:5][CH2:4]2)[CH:13]=[CH:12][CH:11]=[CH:10][CH:9]=1. Reported procedure: The title compound was prepared using analogous procedures described in EXAMPLE 3 from (1-ethynylcyclopentyl)benzene and enantiomerically pure propyl (7-azido-6,7,8,9-tetrahydropyrido[1,2-α]indol-10-yl)acetate, prepared by resolution of the racemic azide on a 4.6×250 mm ChiralCel OD column eluting with 15% MeOH, 15% iPrOH, 69.75% Hexanes and 0.25% Et3N at 1 mL/min and 254 nm. Retention times=10.3 and 11.5 min. EXAMPLE 6.1 and 6.2 were prepared from the chiral azide with the retention time of 10.... The reactants are C(#N)CC[C@@H](C(=O)O)CC(=O)O.CN1C(OC[C@H]1CC1=CC=CC=C1)=O (Methyl 4(R)-Benzyl-2-oxazolidinone 2(R)-(2-cyanoethyl)succinate), CO (CH3OH). Reagents/catalysts: O=[Pt]=O (PtO2). Run in C(Cl)(Cl)Cl (CHCl3). Reaction conditions: time 3 hour. Yields the product CN1C(OC[C@H]1CC1=CC=CC=C1)=O.NCCC[C@@H](C(=O)[O-])CC(=O)[O-] (Methyl 4(R)-Benzyl-2-oxazolidinone 2(R)-(3-aminopropyl)succinate). As a reaction SMILES: [C:1]([CH2:3][CH2:4][C@H:5]([CH2:9][C:10]([OH:12])=[O:11])[C:6]([OH:8])=[O:7])#[N:2].[CH3:13][N:14]1[C@H:18]([CH2:19][C:20]2[CH:25]=[CH:24][CH:23]=[CH:22][CH:21]=2)[CH2:17][O:16][C:15]1=[O:26].CO>O=[Pt]=O.C(Cl)(Cl)Cl>[CH3:13][N:14]1[C@H:18]([CH2:19][C:20]2[CH:21]=[CH:22][CH:23]=[CH:24][CH:25]=2)[CH2:17][O:16][C:15]1=[O:26].[NH2:2][CH2:1][CH2:3][CH2:4][C@H:5]([CH2:9][C:10]([O-:12])=[O:11])[C:6]([O-:8])=[O:7] |f:0.1,5.6|. Procedure: A mixture of 71 (2.0 g, 5.8 mmol), PtO2 (0.8 g), CH3OH (50 mL), and CHCl3 (5 mL) were shaken on the Parr apparatus under a hydrogen atmosphere (60 PSI) at ambient temperature for 3 hours. The reaction mixture was filtered through a celite pad and then concentrated to furnish the crude amine.HCl 72 as a yellow oil. The reactants are CCI, C=C, CCCC[P+](CCCC)(CCCC)CCCC, OCCO, CCC(=O)O, CN1CCCC1=O, [I-], O. Yields the product CCC(=O)OC(=O)CC. RXN SMILES: [CH2:19]([I:20])[CH3:21].[CH2:27]=[CH2:28].[CH2:2]([P+:3]([CH2:4][CH2:16][CH2:17][CH3:18])([CH2:5][CH2:6][CH2:7][CH3:8])[CH2:9][CH2:10][CH2:11][CH3:12])[CH2:13][CH2:14][CH3:15].[CH2:30]([OH:31])[CH2:33][OH:32].[CH3:22][CH2:23][C:24]([OH:25])=[O:26].[CH3:34][N:35]1[CH2:36][CH2:37][CH2:38][C:39]1=[O:40].[I-:1].[OH2:29]>>[C:16]([CH2:17][CH3:18])([O:25][C:24]([CH2:23][CH3:22])=[O:26])=[O:32].